This data is from the Open Reaction Database (ORD), a public repository of structured organic reaction records. The task is: describe an organic reaction: reactants, conditions, products, and yield The reactants are OC1=C(C(=CC(=C1)O)O)C(C)=O (2',4',6'-trihydroxyacetophenone), C([O-])([O-])=O.[K+].[K+] (potassium carbonate), BrCC=C (3-bromo-1-propene). Run in O1CCCC1 (tetrahydrofuran). Reaction conditions: time 30 minute. The product is OC1=C(C(=CC(=C1CC=C)O)O)C(C)=O (2',4',6'-trihydroxy-3'-(2-propenyl)acetophenone). The yield is 40.4%. As a reaction SMILES: [OH:1][C:2]1[CH:7]=[C:6]([OH:8])[CH:5]=[C:4]([OH:9])[C:3]=1[C:10](=[O:12])[CH3:11].C(=O)([O-])[O-].[K+].[K+].Br[CH2:20][CH:21]=[CH2:22]>O1CCCC1>[OH:1][C:2]1[C:7]([CH2:22][CH:21]=[CH2:20])=[C:6]([OH:8])[CH:5]=[C:4]([OH:9])[C:3]=1[C:10](=[O:12])[CH3:11] |f:1.2.3|. Reported procedure: In 15 ml of anhydrous tetrahydrofuran was dissolved 3.0 g of 2',4',6'-trihydroxyacetophenone, and 7.4 g of anhydrous potassium carbonate was added to the solution and the mixture was stirred at room temperature for 30 minutes. Then, 2.5 g of 3-bromo-1-propene was added to the mixture and reaction was carried out at room temperature for 3 hours. After the reaction, the reaction mixture was extracted with 500 ml of diethyl ether, and the solvent was removed from the extract by distillation. The ob... Product: CCOC(=O)c1sc(-c2cccc(N(C(=O)C(F)(F)F)C3CCN(S(=O)(=O)Cc4cccc(N)c4)CC3)c2)c(Br)c1OCC(=O)OC. Starting materials: CCOC(=O)c1sc(-c2cccc(N(C(=O)C(F)(F)F)C3CCN(S(=O)(=O)Cc4cccc([N+](=O)[O-])c4)CC3)c2)c(Br)c1OCC(=O)OC, CCOC(C)=O. As a reaction SMILES: [CH2:1]([CH3:2])[O:3][C:4](=[O:5])[c:6]1[s:7][c:8](-[c:18]2[cH:19][c:20]([N:24]([C:25]([C:26]([F:27])([F:28])[F:29])=[O:30])[CH:31]3[CH2:32][CH2:33][N:34]([S:37](=[O:38])(=[O:39])[CH2:40][c:41]4[cH:42][c:43]([N+:47]([O-:48])=[O:49])[cH:44][cH:45][cH:46]4)[CH2:35][CH2:36]3)[cH:21][cH:22][cH:23]2)[c:9]([Br:17])[c:10]1[O:11][CH2:12][C:13](=[O:14])[O:15][CH3:16].[CH3:50][CH2:51][O:52][C:53](=[O:54])[CH3:55]>>[CH2:1]([CH3:2])[O:3][C:4](=[O:5])[c:6]1[s:7][c:8](-[c:18]2[cH:19][c:20]([N:24]([C:25]([C:26]([F:27])([F:28])[F:29])=[O:30])[CH:31]3[CH2:32][CH2:33][N:34]([S:37](=[O:38])(=[O:39])[CH2:40][c:41]4[cH:42][c:43]([NH2:47])[cH:44][cH:45][cH:46]4)[CH2:35][CH2:36]3)[cH:21][cH:22][cH:23]2)[c:9]([Br:17])[c:10]1[O:11][CH2:12][C:13](=[O:14])[O:15][CH3:16]. Reactants: c1ccc2c(c1)CNC2, C1CCOC1, CC(C)(C)OC(=O)N1C(=O)C(=O)c2cc(I)ccc21. Yields the product CC(C)(C)OC(=O)Nc1ccc(I)cc1C(=O)C(=O)N1Cc2ccccc2C1. As a reaction SMILES: [CH2:20]1[NH:21][CH2:22][c:23]2[cH:24][cH:25][cH:26][cH:27][c:28]21.[CH2:29]1[O:30][CH2:31][CH2:32][CH2:33]1.[I:1][c:2]1[cH:3][c:4]2[c:8]([cH:9][cH:10]1)[N:7]([C:11](=[O:12])[O:13][C:14]([CH3:15])([CH3:16])[CH3:17])[C:6](=[O:18])[C:5]2=[O:19]>>[I:1][c:2]1[cH:3][c:4]([C:5]([C:6](=[O:18])[N:21]2[CH2:20][c:28]3[c:23]([cH:24][cH:25][cH:26][cH:27]3)[CH2:22]2)=[O:19])[c:8]([NH:7][C:11](=[O:12])[O:13][C:14]([CH3:15])([CH3:16])[CH3:17])[cH:9][cH:10]1. Starting materials: O1CCC=C1 (dihydrofuran), O=[O+][O-] (ozone), [BH-](OC(=O)C)(OC(=O)C)OC(=O)C.[Na+] (NaBH(OAc)3), NCC(CNC(C1=CC(=C(C=C1)F)NCC1=CN=C(S1)NC1=NC=CC=C1)=O)(F)F (N-(3-Amino-2,2-difluoro-propyl)-4-fluoro-3-{[2-(pyridin-2-ylamino)-thiazol-5-ylmethyl]-amino}-benzamide). Run in CO (MeOH), C(Cl)Cl (CH2Cl2). Conditions: temperature 0 celsius. Yields the product FC(CNC(C1=CC(=C(C=C1)F)NCC1=CN=C(S1)NC1=NC=CC=C1)=O)(CN1CCOCC1)F (N-(2,2-Difluoro-3-morpholin-4-yl-propyl)-4-fluoro-3-{[2-(pyridin-2-ylamino)-thiazol-5-ylmethyl]-amino}-benzamide). Isolated yield 51.2%. RXN SMILES: [O:1]1[CH:5]=[CH:4][CH2:3][CH2:2]1.O=[O+][O-].[NH2:9][CH2:10][C:11]([F:38])([F:37])[CH2:12][NH:13][C:14](=[O:36])[C:15]1[CH:20]=[CH:19][C:18]([F:21])=[C:17]([NH:22][CH2:23][C:24]2[S:28][C:27]([NH:29][C:30]3[CH:35]=[CH:34][CH:33]=[CH:32][N:31]=3)=[N:26][CH:25]=2)[CH:16]=1.[BH-](OC(C)=O)(OC(C)=O)OC(C)=O.[Na+]>CO.C(Cl)Cl>[F:38][C:11]([F:37])([CH2:10][N:9]1[CH2:4][CH2:5][O:1][CH2:2][CH2:3]1)[CH2:12][NH:13][C:14](=[O:36])[C:15]1[CH:20]=[CH:19][C:18]([F:21])=[C:17]([NH:22][CH2:23][C:24]2[S:28][C:27]([NH:29][C:30]3[CH:35]=[CH:34][CH:33]=[CH:32][N:31]=3)=[N:26][CH:25]=2)[CH:16]=1 |f:3.4|. Procedure details: A solution of dihydrofuran (35 mg, 0.5 mmol) in MeOH (1.5 mL) was treated with ozone at −78° C. until the solution turned blue. Argon was streamed through the solution to remove excess ozone. The solution was warmed to 0° C., and N-(3-Amino-2,2-difluoro-propyl)-4-fluoro-3-{[2-(pyridin-2-ylamino)-thiazol-5-ylmethyl]-amino}-benzamide (Example 107) (12 mg, 0.027 mmol)) followed by NaBH(OAc)3 (84 mg) were added over a period of 3 h. The mixture was diluted with CH2Cl2, washed with sat. NaHCO3, dried...